This data is from the Open Reaction Database (ORD), a public repository of structured organic reaction records. The task is: describe an organic reaction: reactants, conditions, products, and yield Starting materials: C([O-])([O-])=O.[K+].[K+] (potassium carbonate), C(C1=CC=CC=C1)N(C1=CC=C(C=C1)B(O)O)CC1=CC=CC=C1 ([4-(Dibenzylamino)phenyl]boronic acid), BrC=1C=C(C=CC1)CC(=O)OCC (ethyl (3-bromophenyl)acetate). The reagents and catalysts are C=1C=CC(=CC1)[P](C=2C=CC=CC2)(C=3C=CC=CC3)[Pd]([P](C=4C=CC=CC4)(C=5C=CC=CC5)C=6C=CC=CC6)([P](C=7C=CC=CC7)(C=8C=CC=CC8)C=9C=CC=CC9)[P](C=1C=CC=CC1)(C=1C=CC=CC1)C=1C=CC=CC1 (Pd(PPh3)4). Run in C1(=CC=CC=C1)C (toluene), C1(=CC=CC=C1)C (toluene), C1(=CC=CC=C1)C (toluene). Reaction conditions: temperature 90 celsius. Product: C(C1=CC=CC=C1)N(C1=CC=C(C=C1)C1=CC(=CC=C1)CC(=O)OCC)CC1=CC=CC=C1 (Ethyl [4′-(dibenzylamino)biphenyl-3-yl]acetate). Yield: 31.9%. As a reaction SMILES: [CH2:1]([N:8]([CH2:18][C:19]1[CH:24]=[CH:23][CH:22]=[CH:21][CH:20]=1)[C:9]1[CH:14]=[CH:13][C:12](B(O)O)=[CH:11][CH:10]=1)[C:2]1[CH:7]=[CH:6][CH:5]=[CH:4][CH:3]=1.C(=O)([O-])[O-].[K+].[K+].Br[C:32]1[CH:33]=[C:34]([CH2:38][C:39]([O:41][CH2:42][CH3:43])=[O:40])[CH:35]=[CH:36][CH:37]=1>C1(C)C=CC=CC=1.C1C=CC([P]([Pd]([P](C2C=CC=CC=2)(C2C=CC=CC=2)C2C=CC=CC=2)([P](C2C=CC=CC=2)(C2C=CC=CC=2)C2C=CC=CC=2)[P](C2C=CC=CC=2)(C2C=CC=CC=2)C2C=CC=CC=2)(C2C=CC=CC=2)C2C=CC=CC=2)=CC=1>[CH2:1]([N:8]([CH2:18][C:19]1[CH:24]=[CH:23][CH:22]=[CH:21][CH:20]=1)[C:9]1[CH:14]=[CH:13][C:12]([C:36]2[CH:37]=[CH:32][CH:33]=[C:34]([CH2:38][C:39]([O:41][CH2:42][CH3:43])=[O:40])[CH:35]=2)=[CH:11][CH:10]=1)[C:2]1[CH:7]=[CH:6][CH:5]=[CH:4][CH:3]=1 |f:1.2.3,^1:54,56,75,94|. Reported procedure: [4-(Dibenzylamino)phenyl]boronic acid (UK Patent Application No. GB 2276161 (1994)) (400 mL, 1.26 mmol) was stirred in 5 mL dry toluene and potassium carbonate was added followed by ethyl (3-bromophenyl)acetate (338 mg, 1.39 mmol) as a solution in toluene (1 mL). The reaction vessel was evacuated and refilled with nitrogen (5 times). Pd(PPh3)4 (73 mg, 0.06 mmol) was added as a solution in toluene (1 mL) and the vessel was deoxygenated as before. The reaction mixture was heated at 90° C. for 16 h... Reactants: COC(C1=CC=C(C=C1)CN(C(=S)N)C1CCCC1)=O (4-[(1-cyclopentyl-thioureido)-methyl]-benzoic acid methyl ester), BrCC(=O)C1=CC=C(C=C1)OC1CCC(CC1)C (2-bromo-1-[4-(4-methyl-cyclohexyloxy)-phenyl]-ethanone). The product is C1(CCCC1)N(C=1SC=C(N1)C1=CC=C(C=C1)O[C@@H]1CC[C@@H](CC1)C)CC1=CC=C(C(=O)O)C=C1 (4-[(Cyclopentyl-{4-[4-(cis-4-methyl-cyclohexyloxy)-phenyl]-thiazol-2-yl}-amino)-methyl]-benzoic acid), ester. The yield is 36.7%. RXN SMILES: C[O:2][C:3](=[O:20])[C:4]1[CH:9]=[CH:8][C:7]([CH2:10][N:11]([CH:15]2[CH2:19][CH2:18][CH2:17][CH2:16]2)[C:12]([NH2:14])=[S:13])=[CH:6][CH:5]=1.Br[CH2:22][C:23]([C:25]1[CH:30]=[CH:29][C:28]([O:31][CH:32]2[CH2:37][CH2:36][CH:35]([CH3:38])[CH2:34][CH2:33]2)=[CH:27][CH:26]=1)=O>>[CH:15]1([N:11]([CH2:10][C:7]2[CH:8]=[CH:9][C:4]([C:3]([OH:2])=[O:20])=[CH:5][CH:6]=2)[C:12]2[S:13][CH:22]=[C:23]([C:25]3[CH:30]=[CH:29][C:28]([O:31][C@H:32]4[CH2:37][CH2:36][C@@H:35]([CH3:38])[CH2:34][CH2:33]4)=[CH:27][CH:26]=3)[N:14]=2)[CH2:19][CH2:18][CH2:17][CH2:16]1. Procedure: 4-[(Cyclopentyl-{4-[4-(cis-4-methyl-cyclohexyloxy)-phenyl]-thiazol-2-yl}-amino)-methyl]-benzoic acid (90 mg) was prepared following procedure B using 4-[(1-cyclopentyl-thioureido)-methyl]-benzoic acid methyl ester (150 mg, 0.5 mmol) and 2-bromo-1-[4-(4-methyl-cyclohexyloxy)-phenyl]-ethanone (0.5 mmol). Purification (Silica gel, ethyl acetate/hexane 5:95) provided the ester, which was hydrolyzed following procedure T. Sodium 4-[(cyclopentyl-{4-[4-(cis-4-methyl-cyclohexyloxy)-phenyl]-thiazol-2-yl}... The reactants are C(CCCCO)Cl (pentamethylene chlorohydrin), O1CCCC=C1 (3,4-dihydro-2H-pyran). The reagents and catalysts are O.C1(=CC=C(C=C1)S(=O)(=O)O)C (p-toluenesulfonic acid hydrate). Solvent: CCOCC (Et2O). Conditions: time 4.5 hour. Product: O1C(CCCC1)OCCCCCCl (5-chloropentyl 2-tetrahydropyranyl ether). Yield: 62.5%. As a reaction SMILES: [CH2:1]([Cl:7])[CH2:2][CH2:3][CH2:4][CH2:5][OH:6].[O:8]1[CH:13]=[CH:12][CH2:11][CH2:10][CH2:9]1>CCOCC.O.C1(C)C=CC(S(O)(=O)=O)=CC=1>[O:8]1[CH2:13][CH2:12][CH2:11][CH2:10][CH:9]1[O:6][CH2:5][CH2:4][CH2:3][CH2:2][CH2:1][Cl:7] |f:3.4|. Procedure details: A stirred solution of pentamethylene chlorohydrin (10.0 g, 0.0816 mol) in Et2O (165 ml) under nitrogen was treated with 3,4-dihydro-2H-pyran (10.3 g, 0.122 mol) and p-toluenesulfonic acid hydrate (0.5 g) and kept at ambient temperature for 4.5 hours. The mixture was washed with aqueous NaHCO3 and brine, dried (MgSO4) and concentrated. The residue was distilled to give 4.06 g, bp 79°-82° C. (0.1-0.07 mm Hg) and 10.54 g, bp 82°-84° C. (0.1-0.07 mm Hg) of 5-chloropentyl 2-tetrahydropyranyl ether. Starting materials: CC(=O)OC1C(C)OC(n2cc(F)c(N)nc2=O)C1OC(C)=O, CO, CC(C)CCCC(C)CCCC(C)CCCC(C)CCOC(=O)Cl, ClCCl, c1ccncc1. The product is CC(=O)OC1C(C)OC(n2cc(F)c(NC(=O)OCCC(C)CCCC(C)CCCC(C)CCCC(C)C)nc2=O)C1OC(C)=O. RXN SMILES: [C:1]([CH3:2])(=[O:3])[O:4][CH:5]1[CH:6]([n:15]2[c:16](=[O:17])[n:18][c:19]([NH2:20])[c:21]([F:23])[cH:22]2)[O:7][CH:8]([CH3:14])[CH:9]1[O:10][C:11]([CH3:12])=[O:13].[CH3:48][OH:49].[Cl:24][C:25](=[O:26])[O:27][CH2:28][CH2:29][CH:30]([CH2:31][CH2:32][CH2:33][CH:34]([CH2:35][CH2:36][CH2:37][CH:38]([CH2:39][CH2:40][CH2:41][CH:42]([CH3:43])[CH3:44])[CH3:45])[CH3:46])[CH3:47].[Cl:50][CH2:51][Cl:52].[cH:53]1[cH:54][cH:55][n:56][cH:57][cH:58]1>>[C:1]([CH3:2])(=[O:3])[O:4][CH:5]1[CH:6]([n:15]2[c:16](=[O:17])[n:18][c:19]([NH:20][C:25](=[O:26])[O:27][CH2:28][CH2:29][CH:30]([CH2:31][CH2:32][CH2:33][CH:34]([CH2:35][CH2:36][CH2:37][CH:38]([CH2:39][CH2:40][CH2:41][CH:42]([CH3:43])[CH3:44])[CH3:45])[CH3:46])[CH3:47])[c:21]([F:23])[cH:22]2)[O:7][CH:8]([CH3:14])[CH:9]1[O:10][C:11]([CH3:12])=[O:13]. The reactants are FC(COC1=CC=C(C=C1)CN1[C@@H]2CN([C@H](C1)C2)CC2=CC=C(C(=O)OC)C=C2)(C(F)F)F (Methyl 4-[[(1S,4S)-5-[[4-(2,2,3,3-tetrafluoropropoxy)phenyl]methyl]-2,5-diazabicyclo[2.2.1]hept-2-yl]methyl]benzoate), [OH-].[Na+] (sodium hydroxide). The solvent is CO (methanol). Product: FC(COC1=CC=C(C=C1)CN1[C@@H]2CN([C@H](C1)C2)CC2=CC=C(C(=O)O)C=C2)(C(F)F)F (4-[[(1S,4S)-5-[[4-(2,2,3,3-tetrafluoropropoxy)phenyl]methyl]-2,5-diazabicyclo[2.2.1]hept-2-yl]methyl]benzoic acid). The yield is 52.9%. As a reaction SMILES: [F:1][C:2]([F:33])([CH:30]([F:32])[F:31])[CH2:3][O:4][C:5]1[CH:10]=[CH:9][C:8]([CH2:11][N:12]2[CH2:17][C@@H:16]3[CH2:18][C@H:13]2[CH2:14][N:15]3[CH2:19][C:20]2[CH:29]=[CH:28][C:23]([C:24]([O:26]C)=[O:25])=[CH:22][CH:21]=2)=[CH:7][CH:6]=1.[OH-].[Na+]>CO>[F:33][C:2]([F:1])([CH:30]([F:32])[F:31])[CH2:3][O:4][C:5]1[CH:10]=[CH:9][C:8]([CH2:11][N:12]2[CH2:17][C@@H:16]3[CH2:18][C@H:13]2[CH2:14][N:15]3[CH2:19][C:20]2[CH:29]=[CH:28][C:23]([C:24]([OH:26])=[O:25])=[CH:22][CH:21]=2)=[CH:7][CH:6]=1 |f:1.2|. Reported procedure: Methyl 4-[[(1S,4S)-5-[[4-(2,2,3,3-tetrafluoropropoxy)phenyl]methyl]-2,5-diazabicyclo[2.2.1]hept-2-yl]methyl]benzoate (177 mg, 0.38 mmol) was stirred with 1.9 mL aqueous sodium hydroxide solution (2 M) in 3.9 mL methanol overnight at room temperature, and then concentrated under reduced pressure. The residue was diluted with water, adjusted to pH 8 with 1 M aqueous hydrochloric acid, and extracted with butanol. The combined organic layers were concentrated under reduced pressure. Flash chromatogr... The reactants are C([O-])([O-])=O.[Na+].[Na+] (Sodium carbonate), BrC1=CC2=C(N(C=N2)C2=CC=CC=C2)C=C1 (5-Bromo-1-phenyl-1H-benzoimidazole), N1=CC=C(C=C1)B(O)O (4-pyridylboronic acid), C1(=CC=CC=C1)P(C1=CC=CC=C1)C1=CC=CC=C1 (triphenylphosphine). Product: C1(=CC=CC=C1)N1C=NC2=C1C=CC(=C2)C2=CC=NC=C2 (1-phenyl-5-pyridin4-yl-1H-benzoimidazole). The solvent is O (water), C(CC)O (nPrOH), C(CC)O (n-PrOH), O (water). The reagents and catalysts are C(C)(=O)[O-].[Pd+2].C(C)(=O)[O-] (palladium(II) acetate). Reported procedure: 5-Bromo-1-phenyl-1H-benzoimidazole (11) (13.4 g, 49.1 mmol), 4-pyridylboronic acid (6.63 g, 54.0 mmol), palladium(II) acetate (551 mg, 2.45 mmol) and triphenylphosphine (1.93 g, 7.36 mmol) were stirred in 80 mL of n-PrOH in a flask equipped with a reflux condenser, under Ar. Sodium carbonate (6.24 g, 58.9 mmol) was dissolved in 30 mL of water and the resulting solution was added to the nPrOH mixture. The resulting mixture was degassed three times by alternating vacuum and argon atmoshphere. The ... As a reaction SMILES: Br[C:2]1[CH:16]=[CH:15][C:5]2[N:6]([C:9]3[CH:14]=[CH:13][CH:12]=[CH:11][CH:10]=3)[CH:7]=[N:8][C:4]=2[CH:3]=1.[N:17]1[CH:22]=[CH:21][C:20](B(O)O)=[CH:19][CH:18]=1.C1(P(C2C=CC=CC=2)C2C=CC=CC=2)C=CC=CC=1.C(=O)([O-])[O-].[Na+].[Na+]>C(O)CC.O.C([O-])(=O)C.[Pd+2].C([O-])(=O)C>[C:9]1([N:6]2[C:5]3[CH:15]=[CH:16][C:2]([C:20]4[CH:21]=[CH:22][N:17]=[CH:18][CH:19]=4)=[CH:3][C:4]=3[N:8]=[CH:7]2)[CH:14]=[CH:13][CH:12]=[CH:11][CH:10]=1 |f:3.4.5,8.9.10|. Yield: 66.2%.